From a dataset of the Open Reaction Database (ORD), a public repository of structured organic reaction records. describe an organic reaction: reactants, conditions, products, and yield Starting materials: C1CCOC1, CO, COCCn1c(-c2ccc(C(C)C)cc2)nc2c(C#C[Si](C)(C)C)ccc(OC)c21, [Na+], [OH-]. Product: C#Cc1ccc(OC)c2c1nc(-c1ccc(C(C)C)cc1)n2CCOC. RXN SMILES: [CH2:33]1[O:34][CH2:35][CH2:36][CH2:37]1.[CH3:38][OH:39].[CH:1]([CH3:2])([CH3:3])[c:4]1[cH:5][cH:6][c:7](-[c:10]2[n:11][c:12]3[c:13]([n:14]2[CH2:15][CH2:16][O:17][CH3:18])[c:19]([O:29][CH3:30])[cH:20][cH:21][c:22]3[C:23]#[C:24][Si:25]([CH3:26])([CH3:27])[CH3:28])[cH:8][cH:9]1.[Na+:32].[OH-:31]>>[CH:1]([CH3:2])([CH3:3])[c:4]1[cH:5][cH:6][c:7](-[c:10]2[n:11][c:12]3[c:13]([n:14]2[CH2:15][CH2:16][O:17][CH3:18])[c:19]([O:29][CH3:30])[cH:20][cH:21][c:22]3[C:23]#[CH:24])[cH:8][cH:9]1. The reactants are CCCCOCCOc1ccc(OB([O-])[O-])cc1, COC(=O)C1=Cc2cc(Br)ccc2N(C(C)C)CC1, O=C([O-])[O-], CCO, [K+], [K+], O, O, Cc1ccccc1. Product: CCCCOCCOc1ccc(-c2ccc3c(c2)C=C(C(=O)OC)CCN3C(C)C)cc1. RXN SMILES: [B:20]([O-:21])([O-:36])[O:37][c:22]1[cH:23][cH:24][c:25]([O:28][CH2:29][CH2:30][O:31][CH2:32][CH2:33][CH2:34][CH3:35])[cH:26][cH:27]1.[Br:1][c:2]1[cH:3][cH:4][c:5]2[c:6]([cH:19]1)[CH:7]=[C:8]([C:15](=[O:16])[O:17][CH3:18])[CH2:9][CH2:10][N:11]2[CH:12]([CH3:13])[CH3:14].[C:38](=[O:39])([O-:40])[O-:41].[CH2:46]([OH:47])[CH3:48].[K+:42].[K+:43].[OH2:44].[OH2:45].[c:49]1([CH3:50])[cH:51][cH:52][cH:53][cH:54][cH:55]1>>[c:2]1(-[c:22]2[cH:23][cH:24][c:25]([O:28][CH2:29][CH2:30][O:31][CH2:32][CH2:33][CH2:34][CH3:35])[cH:26][cH:27]2)[cH:3][cH:4][c:5]2[c:6]([cH:19]1)[CH:7]=[C:8]([C:15](=[O:16])[O:17][CH3:18])[CH2:9][CH2:10][N:11]2[CH:12]([CH3:13])[CH3:14]. Starting materials: C(C1=CC=CC=C1)(C1=CC=CC=C1)(C1=CC=CC=C1)N1C=NC(=C1)C1=C(C=CC=C1)O (2-(1-trityl-1H-imidazol-4-yl)phenol), [H-].[Na+] (NaH), N1C=NC=C1 (imidazole), [H-].[Na+] (NaH), [OH-].[Na+] (NaOH), CC1=CC=C(C=C1)S(=O)(=O)OCC1=CC(=CC=C1)CNC(C)=O (3-(acetamidomethyl)benzyl 4-methylbenzenesulfonate), C(C1=CC=CC=C1)Br (benzylbromide). Solvent: CO (MeOH), C(C)(=O)O (acetic acid), CN(C)C=O (DMF), CN(C)C=O (DMF), O (water), O (water). Run at time 10 minute. Product: N1C=NC(=C1)C1=C(OCC=2C=C(CN(C(C)=O)CC3=CC=CC=C3)C=CC2)C=CC=C1 (N-(3-((2-(1H-imidazol-4-yl)phenoxy)methyl)benzyl)-N-benzylacetamide). The yield is 63.0%. Reaction SMILES: C([N:20]1[CH:24]=[C:23]([C:25]2[CH:30]=[CH:29][CH:28]=[CH:27][C:26]=2[OH:31])[N:22]=[CH:21]1)(C1C=CC=CC=1)(C1C=CC=CC=1)C1C=CC=CC=1.[H-].[Na+].CC1C=CC(S(O[CH2:45][C:46]2[CH:51]=[CH:50][CH:49]=[C:48]([CH2:52][NH:53][C:54](=[O:56])[CH3:55])[CH:47]=2)(=O)=O)=CC=1.N1C=CN=C1.[CH2:62](Br)[C:63]1[CH:68]=[CH:67][CH:66]=[CH:65][CH:64]=1.[OH-].[Na+]>CN(C=O)C.O.CO.C(O)(=O)C>[NH:20]1[CH:24]=[C:23]([C:25]2[CH:30]=[CH:29][CH:28]=[CH:27][C:26]=2[O:31][CH2:45][C:46]2[CH:47]=[C:48]([CH:49]=[CH:50][CH:51]=2)[CH2:52][N:53]([CH2:62][C:63]2[CH:68]=[CH:67][CH:66]=[CH:65][CH:64]=2)[C:54](=[O:56])[CH3:55])[N:22]=[CH:21]1 |f:1.2,6.7|. Procedure: To a stirred solution of the 2-(1-trityl-1H-imidazol-4-yl)phenol (0.5 mmol) in anhydrous DMF (3 mL) at 0° C. was added NaH (36.0 mg, 0.75 mmol). The resulting suspension was allowed to stir for 10 min. To the resulting solution was added 3-(acetamidomethyl)benzyl 4-methylbenzenesulfonate (200.0 mg, 0.6 mmol). After stirring overnight, the reaction mixture was carefully diluted with water and extracted with ethyl acetate (2×10 mL). The combined organic layers were washed with water, brine and dri... Reactants: Cl[O-].[Na+] (sodium hypochlorite), solution, Cl[O-].[Na+] (sodium hypochlorite), [Br-].[K+] (potassium bromide), C([O-])(O)=O.[Na+] (sodium bicarbonate), C([O-])(O)=O.[Na+] (sodium bicarbonate), OC[C@@H]1C[C@@H](OC(O1)(C)C)CC(=O)OC(C)(C)C ((4R-cis)-6-(hydroxymethyl)-2,2-dimethyl-1,3-dioxane-4-acetic acid, 1,1-dimethylethyl ester), Formula III. The solvent is C(Cl)Cl (methylene chloride), C(Cl)Cl (methylene chloride). Yields the product C(C)(C)(C)OC(C[C@@H]1OC(O[C@@H](C1)C=O)(C)C)=O (Tert.butyl-2 [(4R,6S)-6-Formyl-2,2-dimethyl-1,3-dioxan-4-yl]acetate). Reaction SMILES: [Br-].[K+].C(=O)(O)[O-].[Na+].[OH:8][CH2:9][C@H:10]1[O:15][C:14]([CH3:17])([CH3:16])[O:13][C@@H:12]([CH2:18][C:19]([O:21][C:22]([CH3:25])([CH3:24])[CH3:23])=[O:20])[CH2:11]1.Cl[O-].[Na+]>C(Cl)Cl>[C:22]([O:21][C:19](=[O:20])[CH2:18][C@H:12]1[CH2:11][C@@H:10]([CH:9]=[O:8])[O:15][C:14]([CH3:17])([CH3:16])[O:13]1)([CH3:23])([CH3:25])[CH3:24] |f:0.1,2.3,5.6|. Procedure: 2,2,6,6-tetramethyl piperidinyl oxy free radical (TEMPO) (0.2 g), potassium bromide (9.6 g) and sodium bicarbonate (90 g) were dissolved in methylene chloride (600 ml) and stirred the contents together at 0–5° C. A solution of (4R-cis)-6-(hydroxymethyl)-2,2-dimethyl-1,3-dioxane-4-acetic acid, 1,1-dimethylethyl ester of Formula III (100 g) in methylene chloride (400 ml) was added to the above solution at 0–5° C. To this solution 10% sodium hypochlorite solution (159 ml) (NaOCl) was added at 0–5° ... Yields the product C(#N)C1=CC(=C2C=CNC2=C1)C1=CC(=C2C=NNC2=C1)NC(=O)C=1N=C(SC1)C (N-[6-(6-Cyano-1H-indol-4-yl)-1H-indazol-4-yl]-2-methyl-1,3-thiazole-4-carboxamide). Run at temperature 140 celsius. The yield is 53.1%. Solvent: O1CCOCC1 (1,4-dioxane), O (water). As a reaction SMILES: [CH3:1][C:2]1[S:3][CH:4]=[C:5]([C:7]([NH:9][C:10]2[C:11]3[C:15]([CH:16]=[C:17](B4OC(C)(C)CC(C)(C)O4)[CH:18]=2)=[N:14][N:13](C2CCCCO2)[CH:12]=3)=[O:8])[N:6]=1.Br[C:36]1[CH:44]=[C:43]([C:45]#[N:46])[CH:42]=[C:41]2[C:37]=1[CH:38]=[CH:39][NH:40]2.C(=O)([O-])[O-].[Na+].[Na+]>O1CCOCC1.O.C1C=CC(P(C2C=CC=CC=2)[C-]2C=CC=C2)=CC=1.C1C=CC(P(C2C=CC=CC=2)[C-]2C=CC=C2)=CC=1.Cl[Pd]Cl.[Fe+2]>[C:45]([C:43]1[CH:42]=[C:41]2[C:37]([CH:38]=[CH:39][NH:40]2)=[C:36]([C:17]2[CH:16]=[C:15]3[C:11]([CH:12]=[N:13][NH:14]3)=[C:10]([NH:9][C:7]([C:5]3[N:6]=[C:2]([CH3:1])[S:3][CH:4]=3)=[O:8])[CH:18]=2)[CH:44]=1)#[N:46] |f:2.3.4,7.8.9.10|. The reactants are CC=1SC=C(N1)C(=O)NC=1C2=CN(N=C2C=C(C1)B1OC(CC(O1)(C)C)(C)C)C1OCCCC1 (2-Methyl-N-[2-(tetrahydro-2H-pyran-2-yl)-6-(4,4,6,6-tetramethyl-1,3,2-dioxaborinan-2-yl)-2H-indazol-4-yl]-1,3-thiazole-4-carboxamide), BrC1=C2C=CNC2=CC(=C1)C#N (4-bromo-1H-indole-6-carbonitrile), C([O-])([O-])=O.[Na+].[Na+] (sodium carbonate). Reagents/catalysts: C1=CC=C(C=C1)P([C-]2C=CC=C2)C3=CC=CC=C3.C1=CC=C(C=C1)P([C-]2C=CC=C2)C3=CC=CC=C3.Cl[Pd]Cl.[Fe+2] (Pd(dppf)Cl2). Procedure details: 2-Methyl-N-[2-(tetrahydro-2H-pyran-2-yl)-6-(4,4,6,6-tetramethyl-1,3,2-dioxaborinan-2-yl)-2H-indazol-4-yl]-1,3-thiazole-4-carboxamide (50 mg, 0.104 mmol), 4-bromo-1H-indole-6-carbonitrile (252 mg, 0.114 mmol), Pd(dppf)Cl2 (8 mg, 0.01 mmol) and sodium carbonate (44 mg, 0.415 mmol) were added to a 0.5-2 ml microwave vial and suspended in 1,4-dioxane (0.5 mL) and water (0.5 mL). The mixture was heated in the microwave at 140° C. for 20 min, then cooled and passed through a 1 g silica cartridge which... Starting materials: COc1ccc(N2CCN(c3c(C)c(C)c4c(c3C)OC(C)(C)C4(O)c3ccc(C)cc3)CC2)cc1, CCO. The product is COc1ccc(N2CCN(c3c(C)c(C)c4c(c3C)OC(C)(C)C4c3ccc(C)cc3)CC2)cc1. RXN SMILES: [CH3:1][O:2][c:3]1[cH:4][cH:5][c:6]([N:9]2[CH2:10][CH2:11][N:12]([c:15]3[c:16]([CH3:36])[c:17]4[c:18]([c:32]([CH3:35])[c:33]3[CH3:34])[C:19]([OH:24])([c:25]3[cH:26][cH:27][c:28]([CH3:31])[cH:29][cH:30]3)[C:20]([CH3:22])([CH3:23])[O:21]4)[CH2:13][CH2:14]2)[cH:7][cH:8]1.[CH3:37][CH2:38][OH:39]>>[CH3:1][O:2][c:3]1[cH:4][cH:5][c:6]([N:9]2[CH2:10][CH2:11][N:12]([c:15]3[c:16]([CH3:36])[c:17]4[c:18]([c:32]([CH3:35])[c:33]3[CH3:34])[CH:19]([c:25]3[cH:26][cH:27][c:28]([CH3:31])[cH:29][cH:30]3)[C:20]([CH3:22])([CH3:23])[O:21]4)[CH2:13][CH2:14]2)[cH:7][cH:8]1.